This data is from the Open Reaction Database (ORD), a public repository of structured organic reaction records. The task is: describe an organic reaction: reactants, conditions, products, and yield The reactants are C(C)(=O)C=1C=CC2=C(C(=NC(C(N2C)=O)(C)C)C2=C(C=CC=C2)F)C1 (7-acetyl-5-(o-fluorophenyl)-1,3-dihydro-1,3,3-trimethyl-2H-1,4-benzodiazepin-2-one), Cl.NO (hydroxylamine hydrochloride). The solvent is N1=CC=CC=C1 (pyridine). The product is FC1=C(C=CC=C1)C1=NC(C(N(C2=C1C=C(C=C2)C(C)=NO)C)=O)(C)C (5-(o-fluorophenyl)-1,3-dihydro-7-[1-(hydroxyimino)-ethyl]-1,3,3-trimethyl-2H-1,4-benzodiazepin-2-one). As a reaction SMILES: [C:1]([C:4]1[CH:5]=[CH:6][C:7]2[N:13]([CH3:14])[C:12](=[O:15])[C:11]([CH3:17])([CH3:16])[N:10]=[C:9]([C:18]3[CH:23]=[CH:22][CH:21]=[CH:20][C:19]=3[F:24])[C:8]=2[CH:25]=1)(=O)[CH3:2].Cl.[NH2:27][OH:28]>N1C=CC=CC=1>[F:24][C:19]1[CH:20]=[CH:21][CH:22]=[CH:23][C:18]=1[C:9]1[C:8]2[CH:25]=[C:4]([C:1](=[N:27][OH:28])[CH3:2])[CH:5]=[CH:6][C:7]=2[N:13]([CH3:14])[C:12](=[O:15])[C:11]([CH3:17])([CH3:16])[N:10]=1 |f:1.2|. Procedure: A solution of 13.66 g (40.37 mmol) of 7-acetyl-5-(o-fluorophenyl)-1,3-dihydro-1,3,3-trimethyl-2H-1,4-benzodiazepin-2-one and 13.6 g (0.196 mol) of hydroxylamine hydrochloride in 50 ml of pyridine is stirred at room temperature for 18 hours, then poured on to ice and extracted with methylene chloride/ethanol (9:1). The organic phase is washed successively with 3 N hydrochloric acid and water, dried and evaporated. The residue is chromatographed on 150 g of silica gel using methylene chloride as t... Reactants: CCCCCC (normal hexane), isohexanes, CC1CCCC1 (methylcyclopentane). Solvent: petroleum, hexanes, C1CCCCC1 (cyclohexane), C1CCCCC1 (cyclohexane). The product is CCCCCC.CCCC(C)C (normal hexane isohexane). RXN SMILES: [CH3:1][CH2:2][CH2:3][CH2:4][CH2:5][CH3:6].[CH3:7][CH:8]1[CH2:12][CH2:11][CH2:10][CH2:9]1>C1CCCCC1>[CH3:1][CH2:2][CH2:3][CH2:4][CH2:5][CH3:6].[CH3:11][CH2:10][CH2:9][CH:8]([CH3:12])[CH3:7] |f:3.4|. Procedure: A hexanes stream, conventionally produced in petroleum refining, comprising normal hexane, isohexanes, methylcyclopentane, and cyclohexane is isomerized to produce primarily cyclohexane and to recover normal hexane by first fractionating the hexanes stream in a first fractionation step in a manner and under conditions to produce a normal hexane-isohexane rich overhead stream and a methylcyclopentane-cyclohexane rich bottoms stream, the bottoms stream is isomerized in the presence of an isomeriza... Starting materials: C(C1=CC=CC=C1)OC1=CC=C(C[C@@H]([C@@H](CNCC2=CC(=CC=C2)OC)O)NC(C2=CC(C(=O)N(CCC)CCC)=CC(=C2)C)=O)C=C1 (N1-{(1S,2R)-1-[4-(benzyloxy)benzyl]-2-hydroxy-3-[(3-methoxybenzyl)amino]propyl}-5-methyl-N3,N3-dipropylisophthalamide). Reagents/catalysts: [Pd] (palladium on carbon). Solvent: C(C)(=O)O (acetic acid). Reaction conditions: time 5 hour. The product is O[C@@H]([C@H](CC1=CC=C(C=C1)O)NC(C1=CC(C(=O)N(CCC)CCC)=CC(=C1)C)=O)CNCC1=CC(=CC=C1)OC (N1-{(1S,2R)-2-hydroxy-1-(4-hydroxybenzyl)-3-[(3-methoxybenzyl)amino]propyl}-5-methyl-N3,N3-dipropylisopthalamide). As a reaction SMILES: C([O:8][C:9]1[CH:48]=[CH:47][C:12]([CH2:13][C@H:14]([NH:28][C:29](=[O:46])[C:30]2[CH:44]=[C:43]([CH3:45])[CH:42]=[C:32]([C:33]([N:35]([CH2:39][CH2:40][CH3:41])[CH2:36][CH2:37][CH3:38])=[O:34])[CH:31]=2)[C@H:15]([OH:27])[CH2:16][NH:17][CH2:18][C:19]2[CH:24]=[CH:23][CH:22]=[C:21]([O:25][CH3:26])[CH:20]=2)=[CH:11][CH:10]=1)C1C=CC=CC=1>[Pd].C(O)(=O)C>[OH:27][C@H:15]([CH2:16][NH:17][CH2:18][C:19]1[CH:24]=[CH:23][CH:22]=[C:21]([O:25][CH3:26])[CH:20]=1)[C@@H:14]([NH:28][C:29](=[O:46])[C:30]1[CH:44]=[C:43]([CH3:45])[CH:42]=[C:32]([C:33]([N:35]([CH2:36][CH2:37][CH3:38])[CH2:39][CH2:40][CH3:41])=[O:34])[CH:31]=1)[CH2:13][C:12]1[CH:11]=[CH:10][C:9]([OH:8])=[CH:48][CH:47]=1. Procedure: A mixture of N1-{(1S,2R)-1-[4-(benzyloxy)benzyl]-2-hydroxy-3-[(3-methoxybenzyl)amino]propyl}-5-methyl-N3,N3-dipropylisophthalamide (140 mg, 0.215 mmol) and palladium on carbon (10%, 140 mg) in absolute glacial acetic acid (5 mL) is shaken under an atmosphere of hydrogen at 35 psi for 5 hours The resulting mixture is filtered through diatomaceous earth and washed with methanol. The combined filtrates are concentrated under reduced pressure. The concentrate is purified by flash column chromatograp... Starting materials: CC(C)(C)c1cc(C=O)cc(C(C)(C)C)c1O, NCCC(=O)O, O=C(O)CS, c1ccccc1. Yields the product CC(C)(C)c1cc(C2SCC(=O)N2CCC(=O)O)cc(C(C)(C)C)c1O. Reaction SMILES: [C:1]([CH3:2])([CH3:3])([CH3:4])[c:5]1[cH:6][c:7]([CH:8]=[O:9])[cH:10][c:11]([C:14]([CH3:15])([CH3:16])[CH3:17])[c:12]1[OH:13].[NH2:18][CH2:19][CH2:20][C:21](=[O:22])[OH:23].[SH:24][CH2:25][C:26](=[O:27])[OH:28].[cH:29]1[cH:30][cH:31][cH:32][cH:33][cH:34]1>>[C:1]([CH3:2])([CH3:3])([CH3:4])[c:5]1[cH:6][c:7]([CH:8]2[N:18]([CH2:19][CH2:20][C:21](=[O:22])[OH:23])[C:26](=[O:27])[CH2:25][S:24]2)[cH:10][c:11]([C:14]([CH3:15])([CH3:16])[CH3:17])[c:12]1[OH:13]. The reactants are C(CC)NC=1C2=CC=CC=C2N=C2CCCC(C12)=O (3,4-dihydro-9-(n-propylamino)acridin-1(2H)-one), [NH4+].[Cl-] (NH4Cl), [H-].[H-].[H-].[H-].[Li+].[Al+3] (LiAlH4), [OH-].[K+] (potassium hydroxide), [H-] (hydride). Solvent: O1CCCC1 (tetrahydrofuran), CCOCC (ether), O1CCCC1 (tetrahydrofuran). The product is C(CC)NC=1C2=CC=CC=C2N=C2CCCC(C12)O (9-(n-Propylamino)-1,2,3,4-tetrahydroacridin-1-ol). Isolated yield 74.9%. As a reaction SMILES: [CH2:1]([NH:4][C:5]1[C:6]2[C:11]([N:12]=[C:13]3[C:18]=1[C:17](=[O:19])[CH2:16][CH2:15][CH2:14]3)=[CH:10][CH:9]=[CH:8][CH:7]=2)[CH2:2][CH3:3].[H-].[H-].[H-].[H-].[Li+].[Al+3].[H-].[NH4+].[Cl-].[OH-].[K+]>O1CCCC1.CCOCC>[CH2:1]([NH:4][C:5]1[C:6]2[C:11]([N:12]=[C:13]3[C:18]=1[CH:17]([OH:19])[CH2:16][CH2:15][CH2:14]3)=[CH:10][CH:9]=[CH:8][CH:7]=2)[CH2:2][CH3:3] |f:1.2.3.4.5.6,8.9,10.11|. Procedure details: In 50 ml of dry tetrahydrofuran was suspended 2.49 g of 3,4-dihydro-9-(n-propylamino)acridin-1(2H)-one. The mechanically stirred suspension was cooled in ice and 4.50 ml (0.5 eq) of 1.1M LiAlH4 solution in ether was added dropwise, whereupon a solution formed. After the addition, the reaction appeared complete based on thin layer chromatography analysis. The excess hydride was neutralized with 0.5 ml of saturated NH4Cl solution and thereafter 30% potassium hydroxide was added to dissolve the sal... The reagents and catalysts are [O-2].[O-2].[Mn+4] (manganese dioxide). Procedure: A solution (15 mL) of methyl 1-(3,5-dimethoxyphenyl)-3-methyl-1H-pyrazole-4-carboxylate (3.0 g) synthesized in the above-mentioned (1) in tetrahydrofuran was added to an ice-cooled solution (35 mL) of lithium aluminum hydride (0.42 g) in tetrahydrofuran. The ice bath was removed, and the reaction mixture was stirred at room temperature for 1 hr, ice-cooled again, and water (1.1 mL), 1N aqueous sodium hydroxide solution (5.5 mL), water (1.1 mL) were successively added dropwise to quench the react... Reactants: [H-].[Al+3].[Li+].[H-].[H-].[H-] (lithium aluminum hydride), COC=1C=C(C=C(C1)OC)N1N=C(C(=C1)C(=O)OC)C (methyl 1-(3,5-dimethoxyphenyl)-3-methyl-1H-pyrazole-4-carboxylate), COC=1C=C(C=C(C1)OC)N1N=C(C(=C1)C(=O)OC)C (methyl 1-(3,5-dimethoxyphenyl)-3-methyl-1H-pyrazole-4-carboxylate), ice. Product: COC=1C=C(C=C(C1)OC)N1N=C(C(=C1)C=O)C (1-(3,5-dimethoxyphenyl)-3-methyl-1H-pyrazole-4-carbaldehyde). Run at time 1 hour. Solvent: O1CCCC1 (tetrahydrofuran), C1(=CC=CC=C1)C (toluene), O1CCCC1 (tetrahydrofuran). As a reaction SMILES: [CH3:1][O:2][C:3]1[CH:4]=[C:5]([N:11]2[CH:15]=[C:14]([C:16](OC)=[O:17])[C:13]([CH3:20])=[N:12]2)[CH:6]=[C:7]([O:9][CH3:10])[CH:8]=1.[H-].[Al+3].[Li+].[H-].[H-].[H-]>O1CCCC1.C1(C)C=CC=CC=1.[O-2].[O-2].[Mn+4]>[CH3:10][O:9][C:7]1[CH:6]=[C:5]([N:11]2[CH:15]=[C:14]([CH:16]=[O:17])[C:13]([CH3:20])=[N:12]2)[CH:4]=[C:3]([O:2][CH3:1])[CH:8]=1 |f:1.2.3.4.5.6,9.10.11|. The yield is 74.8%. Reactants: C(C)(C)(C)OC(=O)NC1=CC=C(C=C1)SC1=C(C=C(C(=O)O)C=C1)NC=1C2=C(N=CN1)N=C(C=C2)C(C)C (4-(4-tert-Butoxycarbonylamino-phenylsulfanyl)-3-(7-isopropyl-pyrido[2,3-d]pyrimidin-4-ylamino)-benzoic acid), NC1=CC=C(C=C1)NC(=O)[C@H]1N(CCC1)C(=O)OCC1=CC=CC=C1 ((S)-benzyl 2-(4-aminophenylcarbamoyl)pyrrolidine-1-carboxylate). Product: C(C)(C)(C)OC(=O)NC1=CC=C(C=C1)SC1=C(C=C(C(=O)NC2=CC=C(C=C2)NC(=O)[C@H]2N(CCC2)C(=O)OCC2=CC=CC=C2)C=C1)NC=1C2=C(N=CN1)N=C(C=C2)C(C)C ((S)-benzyl 2-(4-(4-(4-(tert-butoxycarbonylamino)phenylthio)-3-(7-isopropylpyrido[2,3-d]pyrimidin-4-ylamino)benzamido)phenylcarbamoyl)pyrrolidine-1-carboxylate). Isolated yield 64.9%. RXN SMILES: [C:1]([O:5][C:6]([NH:8][C:9]1[CH:14]=[CH:13][C:12]([S:15][C:16]2[CH:24]=[CH:23][C:19]([C:20](O)=[O:21])=[CH:18][C:17]=2[NH:25][C:26]2[C:27]3[CH:35]=[CH:34][C:33]([CH:36]([CH3:38])[CH3:37])=[N:32][C:28]=3[N:29]=[CH:30][N:31]=2)=[CH:11][CH:10]=1)=[O:7])([CH3:4])([CH3:3])[CH3:2].[NH2:39][C:40]1[CH:45]=[CH:44][C:43]([NH:46][C:47]([C@@H:49]2[CH2:53][CH2:52][CH2:51][N:50]2[C:54]([O:56][CH2:57][C:58]2[CH:63]=[CH:62][CH:61]=[CH:60][CH:59]=2)=[O:55])=[O:48])=[CH:42][CH:41]=1>>[C:1]([O:5][C:6]([NH:8][C:9]1[CH:14]=[CH:13][C:12]([S:15][C:16]2[CH:24]=[CH:23][C:19]([C:20]([NH:39][C:40]3[CH:45]=[CH:44][C:43]([NH:46][C:47]([C@@H:49]4[CH2:53][CH2:52][CH2:51][N:50]4[C:54]([O:56][CH2:57][C:58]4[CH:59]=[CH:60][CH:61]=[CH:62][CH:63]=4)=[O:55])=[O:48])=[CH:42][CH:41]=3)=[O:21])=[CH:18][C:17]=2[NH:25][C:26]2[C:27]3[CH:35]=[CH:34][C:33]([CH:36]([CH3:37])[CH3:38])=[N:32][C:28]=3[N:29]=[CH:30][N:31]=2)=[CH:11][CH:10]=1)=[O:7])([CH3:3])([CH3:2])[CH3:4]. Reported procedure: The product from Example 1E (0.15 g, 0.28 mmol) and the Product from Example 3B (0.134 g, 0.395 mmol) were processed in the same manner as Example 1K to give a solid (0.155 g, 64%). Starting materials: Cc1cc(Br)ncc1C(Cl)c1c(F)ccc(F)c1F, O=C([O-])[O-], CCOC(C)=O, CN(C)C=O, Fc1ccc(S)cc1, [K+], [K+], O. Yields the product Cc1cc(Br)ncc1C(Sc1ccc(F)cc1)c1c(F)ccc(F)c1F. RXN SMILES: [Br:1][c:2]1[n:3][cH:4][c:5]([CH:9]([c:10]2[c:11]([F:18])[c:12]([F:17])[cH:13][cH:14][c:15]2[F:16])[Cl:19])[c:6]([CH3:8])[cH:7]1.[C:28](=[O:29])([O-:30])[O-:31].[CH3:34][CH2:35][O:36][C:37](=[O:38])[CH3:39].[CH3:40][N:41]([CH3:42])[CH:43]=[O:44].[F:20][c:21]1[cH:22][cH:23][c:24]([SH:27])[cH:25][cH:26]1.[K+:32].[K+:33].[OH2:45]>>[Br:1][c:2]1[n:3][cH:4][c:5]([CH:9]([c:10]2[c:11]([F:18])[c:12]([F:17])[cH:13][cH:14][c:15]2[F:16])[S:27][c:24]2[cH:23][cH:22][c:21]([F:20])[cH:26][cH:25]2)[c:6]([CH3:8])[cH:7]1. Starting materials: FC(C(=O)C=1N=C(N2C1C=CC=C2)CCC)(F)F (2,2,2-trifluoro-1-(3-propyl-imidazo[1,5-a]pyridin-1-yl)-ethanone), [OH-].[K+] (KOH). Run in CCO (EtOH). Conditions: time 15 hour. Yields the product C(CC)C1=NC(=C2N1C=CC=C2)C(=O)O (3-propyl-imidazo[1,5-a]pyridine-1-carboxylic acid). The yield is 56.2%. As a reaction SMILES: FC(F)(F)[C:3]([C:5]1[N:6]=[C:7]([CH2:14][CH2:15][CH3:16])[N:8]2[CH:13]=[CH:12][CH:11]=[CH:10][C:9]=12)=[O:4].[OH-:19].[K+]>CCO>[CH2:14]([C:7]1[N:8]2[CH:13]=[CH:12][CH:11]=[CH:10][C:9]2=[C:5]([C:3]([OH:4])=[O:19])[N:6]=1)[CH2:15][CH3:16] |f:1.2|. Procedure: To a solution of 2,2,2-trifluoro-1-(3-propyl-imidazo[1,5-a]pyridin-1-yl)-ethanone (379 mg, 1.48 mmol) in EtOH (10 mL) was added KOH (830 mg, 14.8 mmol). The mixture was stirred at ambient temperature for 15 h. After this time the mixture was concentrated, diluted with water (10 mL) and acidified to pH 3 with 2N HCl. The aqueous mixture was extracted with ethyl acetate (3×50 mL) and the combined organic layers were dried over anhydrous sodium sulfate and concentrated in vacuo to yield the title c...